Dataset: the Open Reaction Database (ORD), a public repository of structured organic reaction records. Task: describe an organic reaction: reactants, conditions, products, and yield The reactants are CI (MeI), FC=1C=C(C=NC1)[C@H]1CC[C@H](N1C(=O)OC(C)(C)C)C(=O)OCC ((2S,5R)-1-tert-butyl 2-ethyl 5-(5-fluoropyridin-3-yl)pyrrolidine-1,2-dicarboxylate), C[Si](C)(C)[N-][Si](C)(C)C.[K+] (KHMDS), C1(=CC=CC=C1)C (toluene), [Na+].[Cl-] (NaCl). Solvent: C1CCOC1 (THF). Run at temperature -78 celsius, time 1 hour. Yields the product FC=1C=C(C=NC1)[C@H]1CC[C@](N1C(=O)OC(C)(C)C)(C(=O)OCC)C ((2S,5R)-1-tert-butyl 2-ethyl 5-(5-fluoropyridin-3-yl)-2-methylpyrrolidine-1,2-dicarboxylate). The yield is 98.0%. RXN SMILES: [F:1][C:2]1[CH:3]=[C:4]([C@@H:8]2[N:12]([C:13]([O:15][C:16]([CH3:19])([CH3:18])[CH3:17])=[O:14])[C@H:11]([C:20]([O:22][CH2:23][CH3:24])=[O:21])[CH2:10][CH2:9]2)[CH:5]=[N:6][CH:7]=1.[CH3:25][Si]([N-][Si](C)(C)C)(C)C.[K+].C1(C)C=CC=CC=1.CI.[Na+].[Cl-]>C1COCC1>[F:1][C:2]1[CH:3]=[C:4]([C@@H:8]2[N:12]([C:13]([O:15][C:16]([CH3:17])([CH3:18])[CH3:19])=[O:14])[C@:11]([CH3:25])([C:20]([O:22][CH2:23][CH3:24])=[O:21])[CH2:10][CH2:9]2)[CH:5]=[N:6][CH:7]=1 |f:1.2,5.6|. Procedure details: A solution of (2S,5R)-1-tert-butyl 2-ethyl 5-(5-fluoropyridin-3-yl)pyrrolidine-1,2-dicarboxylate (250 mg, 0.739 mmol) in THF (10 mL) was cooled to −78° C. and 0.5 M KHMDS in toluene (1.77 mL, 0.885 mmol) was added dropwise. The reaction was stirred for 1 hour at −78° C. and MeI (59.9 μL, 0.960 mmol) was added. The reaction was allowed to warm to ambient temperature and saturated aqueous NaCl (20 mL) was added. The mixture was extracted with EtOAc (2×50 mL) and the combined organic extracts were ...